Dataset: the Open Reaction Database (ORD), a public repository of structured organic reaction records. Task: describe an organic reaction: reactants, conditions, products, and yield Run in C(C)O (ethanol), C(C)O (ethanol), C(C)O (ethanol). Reported procedure: In a 100 ml of reaction flask, 9.30g of n-dodecylamine (about 0.05 mol) (Tianjin Kelong Chemical Agent Factory, CP Grade) was added, and dissolved by adding 25 ml of dioxane under stirring, then 25 ml of anhydrous ethanol and 7.0 g anhydrous K2CO3 (ground) were added, heated to reflux, and 30 ml of an ethanol solution of 13 g (about 0.035 mol) of γ-chloropropyl tributyl phosphonium bromide (13 g of γ-chloropropyl tributyl phosphonium bromide was dissolved previously in 30 ml ethanol) was then ad... As a reaction SMILES: [CH2:1]([NH2:13])[CH2:2][CH2:3][CH2:4][CH2:5][CH2:6][CH2:7][CH2:8][CH2:9][CH2:10][CH2:11][CH3:12].O1CCOCC1.C([O-])([O-])=O.[K+].[K+].[Br-:26].Cl[CH2:28][CH2:29][CH2:30][P+:31]([CH2:40][CH2:41][CH2:42][CH3:43])([CH2:36][CH2:37][CH2:38][CH3:39])[CH2:32][CH2:33][CH2:34][CH3:35]>C(O)C>[Br-:26].[CH2:1]([NH:13][CH:40]([P+:31]([CH2:30][CH2:29][CH3:28])([CH2:32][CH2:33][CH2:34][CH3:35])[CH2:36][CH2:37][CH2:38][CH3:39])[CH2:41][CH2:42][CH3:43])[CH2:2][CH2:3][CH2:4][CH2:5][CH2:6][CH2:7][CH2:8][CH2:9][CH2:10][CH2:11][CH3:12] |f:2.3.4,5.6,8.9|. The reactants are C(=O)([O-])[O-].[K+].[K+] (K2CO3), C(CCCCCCCCCCC)N (n-dodecylamine), [Br-].ClCCC[P+](CCCC)(CCCC)CCCC (γ-chloropropyl tributyl phosphonium bromide), [Br-].ClCCC[P+](CCCC)(CCCC)CCCC (γ-chloropropyl tributyl phosphonium bromide), O1CCOCC1 (dioxane). The product is [Br-].C(CCCCCCCCCCC)NC(CCC)[P+](CCCC)(CCCC)CCC (n-dodecylamino-propyl tributyl phosphonium bromide). Starting materials: Cc1ccccc1, O=C(NCC(=O)N1CCNCC1)c1ccc(-c2ccccc2)cc1, O=C1OC(=O)c2ccccc21. The product is O=C(NCC(=O)N1CCN(C(=O)c2ccccc2C(=O)O)CC1)c1ccc(-c2ccccc2)cc1. Reaction SMILES: [CH3:36][c:37]1[cH:38][cH:39][cH:40][cH:41][cH:42]1.[O:1]=[C:2]([CH2:3][NH:4][C:5](=[O:6])[c:7]1[cH:8][cH:9][c:10](-[c:13]2[cH:14][cH:15][cH:16][cH:17][cH:18]2)[cH:11][cH:12]1)[N:19]1[CH2:20][CH2:21][NH:22][CH2:23][CH2:24]1.[O:25]=[C:26]1[O:27][C:28](=[O:29])[c:30]2[cH:31][cH:32][cH:33][cH:34][c:35]21>>[O:1]=[C:2]([CH2:3][NH:4][C:5](=[O:6])[c:7]1[cH:8][cH:9][c:10](-[c:13]2[cH:14][cH:15][cH:16][cH:17][cH:18]2)[cH:11][cH:12]1)[N:19]1[CH2:20][CH2:21][N:22]([C:28](=[O:29])[c:30]2[cH:31][cH:32][cH:33][cH:34][c:35]2[C:26](=[O:25])[OH:27])[CH2:23][CH2:24]1. Reactants: C1(=CC=CC=C1)OC(NC=1C=NC=CC1)=O (pyridin-3-yl-carbamic acid phenyl ester), FC1(OC2=C(O1)C=CC(=C2)CN2CCNCC2)F (1-(2,2-difluoro-benzo[1,3]dioxol-5-ylmethyl)-piperazine). Product: N1=CC(=CC=C1)NC(=O)N1CCN(CC1)CC1=CC2=C(OC(O2)(F)F)C=C1 (4-(2,2-Difluoro-benzo[1,3]dioxol-5-ylmethyl)-piperazine-1-carboxylic acid pyridin-3-ylamide). As a reaction SMILES: C1(O[C:8](=[O:16])[NH:9][C:10]2[CH:11]=[N:12][CH:13]=[CH:14][CH:15]=2)C=CC=CC=1.[F:17][C:18]1([F:34])[O:22][C:21]2[CH:23]=[CH:24][C:25]([CH2:27][N:28]3[CH2:33][CH2:32][NH:31][CH2:30][CH2:29]3)=[CH:26][C:20]=2[O:19]1>>[N:12]1[CH:13]=[CH:14][CH:15]=[C:10]([NH:9][C:8]([N:31]2[CH2:32][CH2:33][N:28]([CH2:27][C:25]3[CH:24]=[CH:23][C:21]4[O:22][C:18]([F:34])([F:17])[O:19][C:20]=4[CH:26]=3)[CH2:29][CH2:30]2)=[O:16])[CH:11]=1. Procedure: The title compound was prepared from pyridin-3-yl-carbamic acid phenyl ester and 1-(2,2-difluoro-benzo[1,3]dioxol-5-ylmethyl)-piperazine in analogy with Example 142. 1H NMR (400 MHz, CDCl3): 8.46 (d, J=2.5 Hz, 1H), 8.23-8.21 (m, 1H), 7.99-7.96 (m, 1H), 7.22-7.19 (m, 2H), 7.11 (s, 1H), 6.99-6.98 (m, 2H), 3.54-3.52 (m, 4H), 3.49 (s, 2H), 2.46-2.44 (m, 4H). Reactants: CCO, N#Cc1ccc2c(c1)c(-c1cccc(OCCC3CCCCN3)c1)nn2C1CCCCO1, [Na+], [OH-], OO. Product: NC(=O)c1ccc2c(c1)c(-c1cccc(OCCC3CCCCN3)c1)nn2C1CCCCO1. RXN SMILES: [CH3:37][CH2:38][OH:39].[NH:1]1[CH:2]([CH2:7][CH2:8][O:9][c:10]2[cH:11][c:12](-[c:16]3[n:17][n:18]([CH:27]4[O:28][CH2:29][CH2:30][CH2:31][CH2:32]4)[c:19]4[cH:20][cH:21][c:22]([C:25]#[N:26])[cH:23][c:24]34)[cH:13][cH:14][cH:15]2)[CH2:3][CH2:4][CH2:5][CH2:6]1.[Na+:34].[OH-:33].[OH:35][OH:36]>>[NH:1]1[CH:2]([CH2:7][CH2:8][O:9][c:10]2[cH:11][c:12](-[c:16]3[n:17][n:18]([CH:27]4[O:28][CH2:29][CH2:30][CH2:31][CH2:32]4)[c:19]4[cH:20][cH:21][c:22]([C:25]([NH2:26])=[O:33])[cH:23][c:24]34)[cH:13][cH:14][cH:15]2)[CH2:3][CH2:4][CH2:5][CH2:6]1. The reactants are CC(=O)[O-], COCC(=O)CC(=O)OC, CO, Cl, Nc1ccc(I)cc1F, O=N[O-], [Na+], [Na+], O. The product is COCC(=O)C(=NNc1ccc(I)cc1F)C(=O)OC. As a reaction SMILES: [C:25]([O-:26])(=[O:27])[CH3:28].[CH3:15][O:16][CH2:17][C:18]([CH2:19][C:20](=[O:21])[O:22][CH3:23])=[O:24].[CH3:31][OH:32].[ClH:14].[F:5][c:6]1[c:7]([NH2:8])[cH:9][cH:10][c:11]([I:13])[cH:12]1.[N:1]([O-:2])=[O:3].[Na+:29].[Na+:4].[OH2:30]>>[N:1]([NH:8][c:7]1[c:6]([F:5])[cH:12][c:11]([I:13])[cH:10][cH:9]1)=[C:19]([C:18]([CH2:17][O:16][CH3:15])=[O:24])[C:20](=[O:21])[O:22][CH3:23]. Reactants: CO, CCC=O, [H][H], NC(=O)c1cccc2nc(-c3ccc(C4CCNCC4)cc3)oc12. The product is CCCN1CCC(c2ccc(-c3nc4cccc(C(N)=O)c4o3)cc2)CC1. RXN SMILES: [CH3:31][OH:32].[CH:25]([CH2:26][CH3:27])=[O:28].[H:29][H:30].[NH:1]1[CH2:2][CH2:3][CH:4]([c:7]2[cH:8][cH:9][c:10](-[c:13]3[o:14][c:15]4[c:16]([n:17]3)[cH:18][cH:19][cH:20][c:21]4[C:22](=[O:23])[NH2:24])[cH:11][cH:12]2)[CH2:5][CH2:6]1>>[N:1]1([CH2:25][CH2:26][CH3:27])[CH2:2][CH2:3][CH:4]([c:7]2[cH:8][cH:9][c:10](-[c:13]3[o:14][c:15]4[c:16]([n:17]3)[cH:18][cH:19][cH:20][c:21]4[C:22](=[O:23])[NH2:24])[cH:11][cH:12]2)[CH2:5][CH2:6]1. Reactants: [K] (potassium), CC(C)O (2-propanol), BrC=1C=NC=C(C1)Br (3,5-dibromopyridine). Reagents/catalysts: [Cu] (copper). Conditions: temperature 0 celsius, time 30 minute. The product is BrC=1C=NC=C(C1)OC(C)C (3-bromo-5-isopropoxypyridine). Isolated yield 31.9%. As a reaction SMILES: [K].Br[C:3]1[CH:4]=[N:5][CH:6]=[C:7]([Br:9])[CH:8]=1.[CH3:10][CH:11]([OH:13])[CH3:12]>[Cu]>[Br:9][C:7]1[CH:6]=[N:5][CH:4]=[C:3]([O:13][CH:11]([CH3:12])[CH3:10])[CH:8]=1 |^1:0|. Procedure details: Under a nitrogen atmosphere, 2-propanol (30 mL) was added to potassium (2.4 g, 61.4 mmol) at 0° C., and the mixture was stirred at 0° C. for 30 min. To the resulting solution was added 3,5-dibromopyridine (4.74 g, 20.0 mmol) and copper powder (250 mg, 3.9 mmol). The mixture was heated under reflux under a nitrogen atmosphere for 70 h. Upon cooling to ambient temperature, the mixture was concentrated under high vacuum to a solid, which was diluted with water (200 mL) and extracted with diethyl et...